Dataset: the Open Reaction Database (ORD), a public repository of structured organic reaction records. Task: describe an organic reaction: reactants, conditions, products, and yield The reactants are [N-]=[N+]=[N-].[Na+] (NaN3), O (H2O), C(#N)C(=CC(=O)Cl)C=1SC=CC1 (3-Cyano-3-thiophen-2-yl-acryloyl chloride), O (H2O). Run in O1CCOCC1 (dioxane), O1CCOCC1 (dioxane). Yields the product C(#N)C(=CC(=O)N=[N+]=[N-])C=1SC=CC1 (3-Cyano-3-thiophen-2-yl-acryloyl azide). Yield: 97.3%. RXN SMILES: [N-:1]=[N+:2]=[N-:3].[Na+].O.[C:6]([C:8]([C:13]1[S:14][CH:15]=[CH:16][CH:17]=1)=[CH:9][C:10](Cl)=[O:11])#[N:7]>O1CCOCC1>[C:6]([C:8]([C:13]1[S:14][CH:15]=[CH:16][CH:17]=1)=[CH:9][C:10]([N:1]=[N+:2]=[N-:3])=[O:11])#[N:7] |f:0.1|. Reported procedure: To a vigorously stirring suspension of NaN3 (55 g, 0.85 mol) in 1:1; dioxane:H2O (200 mL) cooled to 0° C. was added dropwise over 20 min a solution of 3-cyano-3-thiophen-2-yl-acryloyl chloride 22 (84.3 g, 0.428 mol) in dioxane (150 mL). After stirring at 0° C. for 20 min, the reaction was warmed to room temperature and stirred for 1 h. To the reaction solution was added 600 mL H2O, thus producing a precipitate which was filtered, washed with H2O and dried under vacuum to provide pure 85 g of 23. Reactants: S(=O)(Cl)Cl (thionyl chloride), S(=O)(Cl)Cl (thionyl chloride), N[C@@H](CCCNC(N)=N)C(=O)O (L-arginine), C(CCCCCCC)O (octanol), S(=O)(Cl)Cl (thionyl chloride). Reaction conditions: temperature 90 celsius, time 2 hour. Product: C(CCCCCCC)OC([C@@H](N)CCCNC(N)=N)=O (arginine octyl ester). The yield is 85.0%. Reaction SMILES: S(Cl)(Cl)=O.[NH2:5][C@H:6]([C:14]([OH:16])=[O:15])[CH2:7][CH2:8][CH2:9][NH:10][C:11](=[NH:13])[NH2:12].[CH2:17](O)[CH2:18][CH2:19][CH2:20][CH2:21][CH2:22][CH2:23][CH3:24]>>[CH2:17]([O:15][C:14](=[O:16])[C@H:6]([CH2:7][CH2:8][CH2:9][NH:10][C:11](=[NH:12])[NH2:13])[NH2:5])[CH2:18][CH2:19][CH2:20][CH2:21][CH2:22][CH2:23][CH3:24]. Procedure: One millimole thionyl chloride was added to a stirred suspension of one millimole L-arginine free base in 50 mL of octanol under nitrogen. The mixture was heated to 90° C, and the temperature was maintained with stirring for 2 hours. The mixture was cooled to 60° C, one more equivalent of thionyl chloride was added, and the mixture was stirred at 60° C. for an additional 2 hours, at which time the reaction was seen to be complete by TLC (performed as described in Example 33). Excess thionyl chlo... The reactants are BrC(C(=O)OCC)(C)C (ethyl 2-bromoisobutyrate), C(C)(C)(C)C1=CC=C(CN2C(N(C(C2)CCCC2=CC(=C(C=C2)O)C)C)=O)C=C1 (1-(4-tert-Butyl-benzyl)-4-[3-(4-hydroxy-3-methyl-phenyl)-propyl]-3-methyl-imidazolidin-2-one), C([O-])([O-])=O.[K+].[K+] (potassium carbonate). Run in C(C)(=O)OCC (ethyl acetate), CN(C)C=O (DMF). Run at temperature 50 celsius. Yields the product C(C)OC(C(C)(C)OC1=C(C=C(C=C1)CCCC1N(C(N(C1)CC1=CC=C(C=C1)C(C)(C)C)=O)C)C)=O (2-(4-{3-[1-(4-tert-Butyl-benzyl)-3-methyl-2-oxo-imidazolidin-4-yl]-propyl}-2-methyl-phenoxy)-2-methyl-propionic acid ethyl ester). Isolated yield 87.9%. Reaction SMILES: [C:1]([C:5]1[CH:29]=[CH:28][C:8]([CH2:9][N:10]2[CH2:14][CH:13]([CH2:15][CH2:16][CH2:17][C:18]3[CH:23]=[CH:22][C:21]([OH:24])=[C:20]([CH3:25])[CH:19]=3)[N:12]([CH3:26])[C:11]2=[O:27])=[CH:7][CH:6]=1)([CH3:4])([CH3:3])[CH3:2].Br[C:31]([CH3:38])([CH3:37])[C:32]([O:34][CH2:35][CH3:36])=[O:33].C(=O)([O-])[O-].[K+].[K+]>CN(C=O)C.C(OCC)(=O)C>[CH2:35]([O:34][C:32](=[O:33])[C:31]([O:24][C:21]1[CH:22]=[CH:23][C:18]([CH2:17][CH2:16][CH2:15][CH:13]2[CH2:14][N:10]([CH2:9][C:8]3[CH:28]=[CH:29][C:5]([C:1]([CH3:4])([CH3:2])[CH3:3])=[CH:6][CH:7]=3)[C:11](=[O:27])[N:12]2[CH3:26])=[CH:19][C:20]=1[CH3:25])([CH3:38])[CH3:37])[CH3:36] |f:2.3.4|. Procedure: 1-(4-tert-Butyl-benzyl)-4-[3-(4-hydroxy-3-methyl-phenyl)-propyl]-3-methyl-imidazolidin-2-one (0.060 g, 0.152 mmol) is dissolved in DMF (1.5 mL), to it is added ethyl 2-bromoisobutyrate (0.141 g, 0.760 mmol) followed by potassium carbonate (0.105 g, 0.760 mmol). After heating at 50° C. overnight, the reaction mixture is diluted with ethyl acetate (2 mL), washed with water (2 mL), the separated organic layer is passed through a chem elut tube, and the tube is washed with more DCM (50 mL). Evaporat... Reactants: COC1=C(N)C=CC(=C1)B1OC(C(O1)(C)C)(C)C (2-methoxy-4-(4,4,5,5-tetramethyl-1,3,2-dioxaborolan-2-yl)aniline), CN1C(=CC2=CC=CC=C12)C(=O)Cl (1-methyl-1H-indole-2-carbonyl chloride). Reagents/catalysts: CN(C1=CC=NC=C1)C (4-dimethylaminopyridine). Solvent: ClCCl (dichloromethane), N1=CC=CC=C1 (pyridine). Conditions: time 4 day. Product: COC1=C(C=CC(=C1)B1OC(C(O1)(C)C)(C)C)NC(=O)C=1N(C2=CC=CC=C2C1)C (N-(2-methoxy-4-(4,4,5,5-tetramethyl-1,3,2-dioxaborolan-2-yl)phenyl)-1-methyl-1H-indole-2-carboxamide). The yield is 92.1%. Reaction SMILES: [CH3:1][O:2][C:3]1[CH:9]=[C:8]([B:10]2[O:14][C:13]([CH3:16])([CH3:15])[C:12]([CH3:18])([CH3:17])[O:11]2)[CH:7]=[CH:6][C:4]=1[NH2:5].[CH3:19][N:20]1[C:28]2[C:23](=[CH:24][CH:25]=[CH:26][CH:27]=2)[CH:22]=[C:21]1[C:29](Cl)=[O:30]>CN(C)C1C=CN=CC=1.ClCCl.N1C=CC=CC=1>[CH3:1][O:2][C:3]1[CH:9]=[C:8]([B:10]2[O:14][C:13]([CH3:16])([CH3:15])[C:12]([CH3:18])([CH3:17])[O:11]2)[CH:7]=[CH:6][C:4]=1[NH:5][C:29]([C:21]1[N:20]([CH3:19])[C:28]2[C:23]([CH:22]=1)=[CH:24][CH:25]=[CH:26][CH:27]=2)=[O:30]. Reported procedure: To a solution of 2-methoxy-4-(4,4,5,5-tetramethyl-1,3,2-dioxaborolan-2-yl)aniline (4.01 mmol, 1 g) and 4-dimethylaminopyridine (0.401 mmol, 0.049 g) in dichloromethane (5 ml) and pyridine (5 ml) was added 1-methyl-1H-indole-2-carbonyl chloride (5.22 mmol, 1.010 g) and this solution was stirred at room temperature for four days. The reaction mixture was concentrated and coevaporated with toluene. To the residue dichloromethane and water were added. The organic layer was separated, dried (sodium s... Starting materials: [BH3-]C#N, CO, CCC(C)N, [Na+], O=Cc1ccc(Oc2ccccc2)cc1. Yields the product CCC(C)NCc1ccc(Oc2ccccc2)cc1. Reaction SMILES: [C:21]([BH3-:22])#[N:23].[CH3:25][OH:26].[CH:16]([CH3:17])([CH2:18][CH3:19])[NH2:20].[Na+:24].[O:1]([c:2]1[cH:3][cH:4][cH:5][cH:6][cH:7]1)[c:8]1[cH:9][cH:10][c:11]([CH:12]=[O:13])[cH:14][cH:15]1>>[O:1]([c:2]1[cH:3][cH:4][cH:5][cH:6][cH:7]1)[c:8]1[cH:9][cH:10][c:11]([CH2:12][NH:20][CH:16]([CH3:17])[CH2:18][CH3:19])[cH:14][cH:15]1. Starting materials: O=Cc1cccc(Br)c1, O=C([O-])[O-], C#CCCN1CCCCC1, COCCOC, [K+], [K+], O, c1ccc(P(c2ccccc2)c2ccccc2)cc1. Product: O=Cc1cccc(C#CCCN2CCCCC2)c1. RXN SMILES: [Br:1][c:2]1[cH:3][c:4]([CH:5]=[O:6])[cH:7][cH:8][cH:9]1.[C:10](=[O:11])([O-:12])[O-:13].[CH2:35]([CH2:36][C:37]#[CH:38])[N:39]1[CH2:40][CH2:41][CH2:42][CH2:43][CH2:44]1.[CH3:46][O:47][CH2:48][CH2:49][O:50][CH3:51].[K+:14].[K+:15].[OH2:45].[c:16]1([P:17]([c:18]2[cH:19][cH:20][cH:21][cH:22][cH:23]2)[c:24]2[cH:25][cH:26][cH:27][cH:28][cH:29]2)[cH:30][cH:31][cH:32][cH:33][cH:34]1>>[c:2]1([C:38]#[C:37][CH2:36][CH2:35][N:39]2[CH2:40][CH2:41][CH2:42][CH2:43][CH2:44]2)[cH:3][c:4]([CH:5]=[O:6])[cH:7][cH:8][cH:9]1. The reactants are CC1=C(C(=O)O)C=CC=C1 (2-methylbenzoic acid), CCN(C(C)C)C(C)C (DIPEA), OC(=O)C(F)(F)F.O=C(CNC(=O)C1=CC=C(C=C1)C1=CC=CC=C1)N1CCNCC1 (biphenyl-4-carboxylic acid (2-oxo-2-piperazin-1-yl-ethyl)-amide TFA salt), C=1C=CC2=C(C1)N=NN2O (HOBT), CCN=C=NCCCN(C)C.Cl (EDCI.HCl). Solvent: O (water), CN(C)C=O (DMF). Run at time 8 hour. Product: CC1=C(C(=O)N2CCN(CC2)C(CNC(=O)C2=CC=C(C=C2)C2=CC=CC=C2)=O)C=CC=C1 (biphenyl-4-carboxylicacid {2-[4-(2-methyl-benzoyl)-piperazin-1-yl]-2-oxo-ethyl}-amide). Yield: 63.8%. RXN SMILES: CCN(C(C)C)C(C)C.OC(C(F)(F)F)=O.[O:17]=[C:18]([N:35]1[CH2:40][CH2:39][NH:38][CH2:37][CH2:36]1)[CH2:19][NH:20][C:21]([C:23]1[CH:28]=[CH:27][C:26]([C:29]2[CH:34]=[CH:33][CH:32]=[CH:31][CH:30]=2)=[CH:25][CH:24]=1)=[O:22].C1C=CC2N(O)N=NC=2C=1.CCN=C=NCCCN(C)C.Cl.[CH3:63][C:64]1[CH:72]=[CH:71][CH:70]=[CH:69][C:65]=1[C:66](O)=[O:67]>CN(C=O)C.O>[CH3:63][C:64]1[CH:72]=[CH:71][CH:70]=[CH:69][C:65]=1[C:66]([N:38]1[CH2:39][CH2:40][N:35]([C:18](=[O:17])[CH2:19][NH:20][C:21]([C:23]2[CH:24]=[CH:25][C:26]([C:29]3[CH:34]=[CH:33][CH:32]=[CH:31][CH:30]=3)=[CH:27][CH:28]=2)=[O:22])[CH2:36][CH2:37]1)=[O:67] |f:1.2,4.5|. Procedure: DIPEA (152 mg, 0.66 mmol) was added to a stirred solution of biphenyl-4-carboxylic acid (2-oxo-2-piperazin-1-yl-ethyl)-amide TFA salt (116 mg, 0.26 mmol) in DMF (1 mL). HOBT (36 mg, 0.26 mmol) and EDCI.HCl (50 mg, 0.26 mmol) were then added. After 2 minutes 2-methylbenzoic acid (30 mg, 0.22 mmol) was added and the resulting mixture was stirred overnight. The reaction mixture was diluted with cold water. The product was extracted with ethyl acetate and the ethyl acetate layer was washed with NaHC... Starting materials: CC1=C(C=C2CCN(C2=C1C)C=O)OCC(=C)C (2,3-dihydro-6,7-dimethyl-5-[(2-methyl-2-propenyl)oxy]-1H-indole-1-carbaldehyde), C(C)N(C1=CC=CC=C1)CC (N,N-diethylaniline), C(C)(C)OC(C)C (diisopropyl ether). Run at time 8 hour. The product is OC=1C(=C2CCN(C2=C(C1C)C)C=O)CC(=C)C (2,3-Dihydro-5-hydroxy-6,7-dimethyl-4-(2-methyl-2-propenyl)-1H-indole-1-carbaldehyde). Yield: 81.0%. Reaction SMILES: [CH3:1][C:2]1[C:10]([CH3:11])=[C:9]2[C:5]([CH2:6][CH2:7][N:8]2[CH:12]=[O:13])=[CH:4][C:3]=1[O:14]CC(C)=C.C(O[CH:23]([CH3:25])[CH3:24])(C)C.[CH2:26](N(CC)C1C=CC=CC=1)C>>[OH:14][C:3]1[C:4]([CH2:24][C:23]([CH3:25])=[CH2:26])=[C:5]2[C:9](=[C:10]([CH3:11])[C:2]=1[CH3:1])[N:8]([CH:12]=[O:13])[CH2:7][CH2:6]2. Procedure: A solution of 2,3-dihydro-6,7-dimethyl-5-[(2-methyl-2-propenyl)oxy]-1H-indole-1-carbaldehyde (25.2 g, 0.103 mol) in N,N-diethylaniline (50 mL) was stirred at 200° C. for 8 hours under the nitrogen atmosphere. The reaction mixture was allowed to stand overnight, diisopropyl ether was added, the crystals were filtered, and recrystallized from ethanol to obtain 20.4 g of the title compound. Reactants: NC1=C(C(=C(C=C1)NC=1C(C=C(C(C1)=O)N(C)CCO)=O)C)C (2-(4-amino-2,3-dimethylphenylamino)-5-[(2-hydroxyethyl)methylamino]-[1,4]benzoquinone), S(=O)([O-])S(=O)[O-] (dithionite). Run in [OH-].[Na+] (sodium hydroxide), O (water). Product: NC1=C(C(=C(C=C1)NC1=C(C=C(C(=C1)O)N(C)CCO)O)C)C (2-[(4-amino-2,3-dimethylphenyl)amino]-5-[(2 hydroxyethyl)(methyl)amino]benzene-1,4-diol). Reaction SMILES: [NH2:1][C:2]1[CH:7]=[CH:6][C:5]([NH:8][C:9]2[C:10](=[O:21])[CH:11]=[C:12]([N:16]([CH2:18][CH2:19][OH:20])[CH3:17])[C:13](=[O:15])[CH:14]=2)=[C:4]([CH3:22])[C:3]=1[CH3:23].S(S([O-])=O)([O-])=O>[OH-].[Na+].O>[NH2:1][C:2]1[CH:7]=[CH:6][C:5]([NH:8][C:9]2[CH:14]=[C:13]([OH:15])[C:12]([N:16]([CH2:18][CH2:19][OH:20])[CH3:17])=[CH:11][C:10]=2[OH:21])=[C:4]([CH3:22])[C:3]=1[CH3:23] |f:2.3|. Reported procedure: To a solution of 5 mg of 2-(4-amino-2,3-dimethylphenylamino)-5-[(2-hydroxyethyl)methylamino][1,4]benzoquinone 1 in 2 ml of 0.5M sodium hydroxide are added 15 mg of dithionite in 2 ml of water, and the mixture is stirred until decolorized.